From a dataset of the Open Reaction Database (ORD), a public repository of structured organic reaction records. describe an organic reaction: reactants, conditions, products, and yield The reactants are BrCCCCCCCC1=CC=CC=C1 (1-bromo-7-phenylheptane), O1CCCC1 (tetrahydrofuran), CC1=C(C=CC=C1)C=NC(C)(C)C (N-[(2-methylphenyl)methylene]-1,1-dimethylethanamine), CN(CCN(C)C)C (N,N,N',N'-tetramethylethylene diamine), C(CCC)[Li] (n-butyl lithium), O1CCCC1 (tetrahydrofuran). Reaction conditions: time 30 minute. The product is C1(=CC=CC=C1)CCCCCCCCC1=C(C=O)C=CC=C1 (2-(8-phenyloctyl)benzaldehyde). Yield: 45.0%. As a reaction SMILES: [CH3:1][C:2]1[CH:7]=[CH:6][CH:5]=[CH:4][C:3]=1[CH:8]=NC(C)(C)C.CN(C)CCN(C)C.C([Li])CCC.Br[CH2:28][CH2:29][CH2:30][CH2:31][CH2:32][CH2:33][CH2:34][C:35]1[CH:40]=[CH:39][CH:38]=[CH:37][CH:36]=1.[O:41]1CCCC1>>[C:35]1([CH2:34][CH2:33][CH2:32][CH2:31][CH2:30][CH2:29][CH2:28][CH2:8][C:3]2[CH:4]=[CH:5][CH:6]=[CH:7][C:2]=2[CH:1]=[O:41])[CH:40]=[CH:39][CH:38]=[CH:37][CH:36]=1. Procedure details: ) To a solution of N-[(2-methylphenyl)methylene]-1,1-dimethylethanamine (5.0 g, 0.03 mol) and N,N,N',N'-tetramethylethylene diamine (3.31 g, 0.03 mol) in tetrahydrofuran (40 mL), n-butyl lithium (2.5M, 11.4 mL, 0.03 mol) at 0° C. was slowly added. The solution was stirred for an additional 30 min followed by the quick addition of 1-bromo-7-phenylheptane (7.28 g, 0.03 mol) in tetrahydrofuran (10 mL). The reaction mixture was allowed to warm to room temperature and stirring was continued for 15 h.... Starting materials: CC(C)(C)[Si](C)(C)Cl, ClCCl, OCCOc1ccnc(Cl)n1, c1c[nH]cn1. Yields the product CC(C)(C)[Si](C)(C)OCCOc1ccnc(Cl)n1. RXN SMILES: [C:17]([CH3:18])([CH3:19])([CH3:20])[Si:21]([CH3:22])([CH3:23])[Cl:24].[Cl:25][CH2:26][Cl:27].[Cl:6][c:7]1[n:8][cH:9][cH:10][c:11]([O:13][CH2:14][CH2:15][OH:16])[n:12]1.[nH:1]1[cH:2][cH:3][n:4][cH:5]1>>[Cl:6][c:7]1[n:8][cH:9][cH:10][c:11]([O:13][CH2:14][CH2:15][O:16][Si:21]([C:17]([CH3:18])([CH3:19])[CH3:20])([CH3:22])[CH3:23])[n:12]1. The reactants are [H-].[Na+] (sodium hydride), C(C(=O)O)(=O)O.C1(=CC=CC=C1)C(N1[C@H]([C@@H](C1)O)C)C1=CC=CC=C1 (trans-1-diphenylmethyl-2-methylazetidin-3ol oxalate), FC=1C=C(C=CC1)C(F)(F)F (3-fluoro-trifluoromethylbenzene), [H][H] (hydrogen). Run in CN(C)C=O (DMF), ice water. Run at temperature 80 celsius, time 18 hour. The product is C(C(=O)O)(=O)O.C1(=CC=CC=C1)C(N1[C@H]([C@@H](C1)OC1=CC(=CC=C1)C(F)(F)F)C)C1=CC=CC=C1 (trans-1-(Diphenylmethyl)-2-methyl-3-[3-(trifluoromethyl)phenoxy]azetidine oxalate). Yield: 45.1%. Reaction SMILES: [H-].[Na+].[C:3]([OH:8])(=[O:7])[C:4]([OH:6])=[O:5].[C:9]1([CH:15]([C:22]2[CH:27]=[CH:26][CH:25]=[CH:24][CH:23]=2)[N:16]2[CH2:19][C@@H:18]([OH:20])[C@@H:17]2[CH3:21])[CH:14]=[CH:13][CH:12]=[CH:11][CH:10]=1.[H][H].F[C:31]1[CH:32]=[C:33]([C:37]([F:40])([F:39])[F:38])[CH:34]=[CH:35][CH:36]=1>CN(C=O)C>[C:3]([OH:8])(=[O:7])[C:4]([OH:6])=[O:5].[C:22]1([CH:15]([C:9]2[CH:10]=[CH:11][CH:12]=[CH:13][CH:14]=2)[N:16]2[CH2:19][C@@H:18]([O:20][C:31]3[CH:36]=[CH:35][CH:34]=[C:33]([C:37]([F:40])([F:39])[F:38])[CH:32]=3)[C@@H:17]2[CH3:21])[CH:23]=[CH:24][CH:25]=[CH:26][CH:27]=1 |f:0.1,2.3,7.8|. Procedure: A stirred slurry of 1.2 g (0.03 mole) of sodium hydride (60% dispersion in mineral oil) in 50 ml of dry DMF was treated with 3.45 g (0.01 mole) of trans-1-diphenylmethyl-2-methylazetidin-3ol oxalate added in small portions. When the addition was complete and the evolution of hydrogen ceased, the reaction was heated to 80° C. for 2 hr then 1.64 g (0.01 mole) of 3-fluoro-trifluoromethylbenzene was added dropwise. The reaction mixture was stirred at 80° C. for an additional 18 hr. The reaction mixt... Yield: 91.5%. Reported procedure: In an atmosphere of argon, N-(2-methoxyphenyl)-p-toluenesulfonamide (277 mg, 1.0 mmol) and a catalytically effective amount of sodium iodide were dissolved in DMF (3 ml) to which was subsequently added sodium hydride (44 mg, 60%, 1.1 mmol) at room temperature. After stirring at the same temperature for 30 minutes and then at 60° C. for 10 minutes, 1-(2-chloroethyl)-4-(4-fluorobenzoyl)piperidine (324 mg, 1.2 mmol) which has been divided into 3 portions, each being dissolved in DMF (1 ml), was add... Solvent: CN(C)C=O (DMF), CN(C)C=O (DMF), CN(C)C=O (DMF). Reaction SMILES: [CH3:1][O:2][C:3]1[CH:8]=[CH:7][CH:6]=[CH:5][C:4]=1[NH:9][S:10]([C:13]1[CH:18]=[CH:17][C:16]([CH3:19])=[CH:15][CH:14]=1)(=[O:12])=[O:11].[I-].[Na+].[H-].[Na+].Cl[CH2:25][CH2:26][N:27]1[CH2:32][CH2:31][CH:30]([C:33](=[O:41])[C:34]2[CH:39]=[CH:38][C:37]([F:40])=[CH:36][CH:35]=2)[CH2:29][CH2:28]1>CN(C=O)C>[F:40][C:37]1[CH:36]=[CH:35][C:34]([C:33]([CH:30]2[CH2:31][CH2:32][N:27]([CH2:26][CH2:25][N:9]([C:4]3[CH:5]=[CH:6][CH:7]=[CH:8][C:3]=3[O:2][CH3:1])[S:10]([C:13]3[CH:14]=[CH:15][C:16]([CH3:19])=[CH:17][CH:18]=3)(=[O:12])=[O:11])[CH2:28][CH2:29]2)=[O:41])=[CH:39][CH:38]=1 |f:1.2,3.4|. Starting materials: [H-].[Na+] (sodium hydride), ClCCN1CCC(CC1)C(C1=CC=C(C=C1)F)=O (1-(2-chloroethyl)-4-(4-fluorobenzoyl)piperidine), COC1=C(C=CC=C1)NS(=O)(=O)C1=CC=C(C=C1)C (N-(2-methoxyphenyl)-p-toluenesulfonamide), [I-].[Na+] (sodium iodide). Product: FC1=CC=C(C(=O)C2CCN(CC2)CCN(S(=O)(=O)C2=CC=C(C=C2)C)C2=C(C=CC=C2)OC)C=C1 (N-{2-[4-(4-Fluorobenzoyl)piperidino]ethyl}-N-(2-methoxyphenyl)-p-toluenesulfonamide). Conditions: time 30 minute. Starting materials: N1=CN=C(C2=C1NC=C2)N2C[C@@H](CC2)N(C2=NC(=C(C=C2)N)N)C ((R)—N2-(1-(7H-pyrrolo[2,3-d]pyrimidin-4-yl)pyrrolidin-3-yl)-N2-methylpyridine-2,5,6-triamine), C(C)OC(OCC)OCC (triethoxymethane), O.CC1=CC=C(C=C1)S(=O)(=O)O (4-methylbenzenesulfonic acid monohydrate). The solvent is CO (methanol). Product: N1=CN=C(C2=C1NC=C2)N2C[C@@H](CC2)N(C2=CC=C1C(=N2)NC=N1)C ((R)—N-(1-(7H-pyrrolo[2,3-d]pyrimidin-4-yl)pyrrolidin-3-yl)-N-methyl-3H-imidazo[4,5-b]pyridin-5-amine). RXN SMILES: [N:1]1[C:6]2[NH:7][CH:8]=[CH:9][C:5]=2[C:4]([N:10]2[CH2:14][CH2:13][C@@H:12]([N:15]([CH3:24])[C:16]3[CH:21]=[CH:20][C:19]([NH2:22])=[C:18]([NH2:23])[N:17]=3)[CH2:11]2)=[N:3][CH:2]=1.[CH2:25](OC(OCC)OCC)C.O.CC1C=CC(S(O)(=O)=O)=CC=1>CO>[N:1]1[C:6]2[NH:7][CH:8]=[CH:9][C:5]=2[C:4]([N:10]2[CH2:14][CH2:13][C@@H:12]([N:15]([CH3:24])[C:16]3[N:17]=[C:18]4[NH:23][CH:25]=[N:22][C:19]4=[CH:20][CH:21]=3)[CH2:11]2)=[N:3][CH:2]=1 |f:2.3|. Procedure: A solution of (R)—N2-(1-(7H-pyrrolo[2,3-d]pyrimidin-4-yl)pyrrolidin-3-yl)-N2-methylpyridine-2,5,6-triamine (35 mg, 0.11 mmol), triethoxymethane (0.58 mL, 3.45 mmol) and 4-methylbenzenesulfonic acid monohydrate (62 mg, 0.33 mmol) in methanol (3.0 mL) was stirred at 150° C. for 5 min in an Initator™ Biotage microwave reactor. The volatiles were removed and the residue is purified by chromatography to give the title product. MS (m/z): 335 (M+H)+. Reactants: COC(=O)c1ccc(Br)c(OCCc2ccc(Cl)cc2Cl)c1, CO, Cl, [Li+], [OH-], O. The product is O=C(O)c1ccc(Br)c(OCCc2ccc(Cl)cc2Cl)c1. RXN SMILES: [CH3:1][O:2][C:3]([c:4]1[cH:5][c:6]([O:11][CH2:12][CH2:13][c:14]2[c:15]([Cl:21])[cH:16][c:17]([Cl:20])[cH:18][cH:19]2)[c:7]([Br:10])[cH:8][cH:9]1)=[O:22].[CH3:27][OH:28].[ClH:26].[Li+:25].[OH-:24].[OH2:23]>>[O:2]=[C:3]([c:4]1[cH:5][c:6]([O:11][CH2:12][CH2:13][c:14]2[c:15]([Cl:21])[cH:16][c:17]([Cl:20])[cH:18][cH:19]2)[c:7]([Br:10])[cH:8][cH:9]1)[OH:22]. The reactants are CC(C)(CCCO)NC(=O)OC(C)(C)C, ClCCl, CC(C)(C)[O-], Fc1ccc(Br)cc1CBr, [K+], C1CCOC1. The product is CC(C)(CCCOCc1cc(Br)ccc1F)NC(=O)OC(C)(C)C. Reaction SMILES: [C:1]([CH3:2])([CH3:3])([CH3:4])[O:5][C:6](=[O:7])[NH:8][C:9]([CH2:10][CH2:11][CH2:12][OH:13])([CH3:14])[CH3:15].[CH2:32]([Cl:33])[Cl:34].[CH3:16][C:17]([CH3:18])([O-:19])[CH3:20].[F:22][c:23]1[c:24]([CH2:25][Br:26])[cH:27][c:28]([Br:31])[cH:29][cH:30]1.[K+:21].[O:35]1[CH2:36][CH2:37][CH2:38][CH2:39]1>>[C:1]([CH3:2])([CH3:3])([CH3:4])[O:5][C:6](=[O:7])[NH:8][C:9]([CH2:10][CH2:11][CH2:12][O:13][CH2:25][c:24]1[c:23]([F:22])[cH:30][cH:29][c:28]([Br:31])[cH:27]1)([CH3:14])[CH3:15].